This data is from the Open Reaction Database (ORD), a public repository of structured organic reaction records. The task is: describe an organic reaction: reactants, conditions, products, and yield Starting materials: ClCCl, CCN(C(C)C)C(C)C, CC1=C(C(=O)O)C(c2ccc(F)c(F)c2)NC(=O)N1, Nc1ccc2[nH]nc(Nc3cc(F)cc(F)c3)c2c1. The product is CC1=C(C(=O)Nc2ccc3[nH]nc(Nc4cc(F)cc(F)c4)c3c2)C(c2ccc(F)c(F)c2)NC(=O)N1. As a reaction SMILES: [CH2:48]([Cl:49])[Cl:50].[CH:39]([N:40]([CH:41]([CH3:42])[CH3:43])[CH2:44][CH3:45])([CH3:46])[CH3:47].[F:1][c:2]1[cH:3][c:4]([CH:9]2[NH:10][C:11](=[O:19])[NH:12][C:13]([CH3:18])=[C:14]2[C:15](=[O:16])[OH:17])[cH:5][cH:6][c:7]1[F:8].[F:20][c:21]1[cH:22][c:23]([NH:28][c:29]2[n:30][nH:31][c:32]3[cH:33][cH:34][c:35]([NH2:38])[cH:36][c:37]23)[cH:24][c:25]([F:27])[cH:26]1>>[F:1][c:2]1[cH:3][c:4]([CH:9]2[NH:10][C:11](=[O:19])[NH:12][C:13]([CH3:18])=[C:14]2[C:15](=[O:17])[NH:38][c:35]2[cH:34][cH:33][c:32]3[nH:31][n:30][c:29]([NH:28][c:23]4[cH:22][c:21]([F:20])[cH:26][c:25]([F:27])[cH:24]4)[c:37]3[cH:36]2)[cH:5][cH:6][c:7]1[F:8]. Starting materials: BrC1=C(C(C#N)=CC(=C1)C(CNC(C)(C)C)O)N (3-bromo-5-[2-(tert-butylamino)-1-hydroxyethyl]anthranilonitrile), O (H2O), CCCCC (pentane). Solvent: [OH-].[Na+] (NaOH), CCO (EtOH). Product: NC1=C(C(=O)N)C=C(C=C1Br)C(CNC(C)(C)C)O (2-Amino-3-bromo-5-[2-(tert-butylamino)-1-hydroxyethyl]benzamide). As a reaction SMILES: [Br:1][C:2]1[CH:9]=[C:8]([CH:10]([OH:17])[CH2:11][NH:12][C:13]([CH3:16])([CH3:15])[CH3:14])[CH:7]=[C:4]([C:5]#[N:6])[C:3]=1[NH2:18].CCCCC.[OH2:24]>[OH-].[Na+].CCO>[NH2:18][C:3]1[C:2]([Br:1])=[CH:9][C:8]([CH:10]([OH:17])[CH2:11][NH:12][C:13]([CH3:14])([CH3:15])[CH3:16])=[CH:7][C:4]=1[C:5]([NH2:6])=[O:24] |f:3.4|. Procedure details: A mixture containing 1.02 g of 3-bromo-5-[2-(tert-butylamino)-1-hydroxyethyl]anthranilonitrile in 25 ml of H2O, 5 ml of 50% NaOH and 30 ml of EtOH is stirred and heated at 55°-65° C. under N2 atmosphere for 1.25 hours. The mixture is evaporated to remove EtOH and extracted with CHCl3. The CHCl3 extract is washed with 25 ml of 2% NaOH, dried (MgSO4) and evaporated to dryness to afford 0.74 g. This solid is stirred with pentane and filtered to afford 0.6 g, mp 135°-145° C., of the title compound.